Dataset: the Open Reaction Database (ORD), a public repository of structured organic reaction records. Task: describe an organic reaction: reactants, conditions, products, and yield Starting materials: CN(C)C(=[N+](C)C)ON1C2=C(C=CC=C2)N=N1.[B-](F)(F)(F)F (TBTU), 3/2, ClCCl.FC(C(=O)O)(F)F (dichloromethane trifluoroacetic acid), C(C1=CC=CC=C1)(=O)N[C@H](C(=O)N[C@H](C(=O)O)CC1=CC=C(C=C1)OC)CC=1N=CNC1 ((S)-2-[(S)-2-benzoylamino-3-(1H-imidazol-4-yl)propionylamino]-3-(4-methoxyphenyl)propanoic acid), FC(C(=O)O)(F)F.C1(CCCCC1)C1(CNC1)O (3-cyclohexylazetidin-3-ol trifluoroacetate), C(O)([O-])=O.[K+] (potassium hydrogen carbonate). The reagents and catalysts are CCN(C(C)C)C(C)C (DIEA). Solvent: C(Cl)Cl (DCM), CN(C)C=O (DMF). Run at time 1 hour. The product is C1(CCCCC1)C1(CN(C1)C([C@H](CC1=CC=C(C=C1)OC)NC(=O)[C@H](CC=1N=CNC1)NC(C1=CC=CC=C1)=O)=O)O (N—[(S)-1-[(S)-2-(3-cyclohexyl-3-hydroxyazetidin-1-yl)-1-(4-methoxybenzyl)-2-oxoethylcarbamoyl]-2-(1H-imidazol-4-yl)ethyl]benzamide). The yield is 32.0%. RXN SMILES: ClCCl.F[C:5](F)(F)[C:6]([OH:8])=O.C([NH:19][C@@H:20]([CH2:37][C:38]1[N:39]=[CH:40][NH:41][CH:42]=1)[C:21]([NH:23][C@@H:24]([CH2:28][C:29]1[CH:34]=[CH:33][C:32]([O:35][CH3:36])=[CH:31][CH:30]=1)[C:25]([OH:27])=O)=[O:22])(=O)C1C=CC=CC=1.CN(C(ON1N=N[C:53]2[CH:54]=C[CH:56]=[CH:57][C:52]1=2)=[N+](C)C)C.[B-](F)(F)(F)F.FC(F)(F)C(O)=O.[CH:72]1([C:78]2([OH:82])[CH2:81][NH:80][CH2:79]2)[CH2:77][CH2:76][CH2:75][CH2:74][CH2:73]1.C(=O)([O-])O.[K+]>CN(C=O)C.CCN(C(C)C)C(C)C.C(Cl)Cl>[CH:72]1([C:78]2([OH:82])[CH2:81][N:80]([C:25](=[O:27])[C@@H:24]([NH:23][C:21]([C@@H:20]([NH:19][C:6](=[O:8])[C:5]3[CH:56]=[CH:57][CH:52]=[CH:53][CH:54]=3)[CH2:37][C:38]3[N:39]=[CH:40][NH:41][CH:42]=3)=[O:22])[CH2:28][C:29]3[CH:30]=[CH:31][C:32]([O:35][CH3:36])=[CH:33][CH:34]=3)[CH2:79]2)[CH2:73][CH2:74][CH2:75][CH2:76][CH2:77]1 |f:0.1,3.4,5.6,7.8|. Procedure: 1 ml of a 3/2 dichloromethane/trifluoroacetic acid solution is added to 84 mg (0.193 mmol) of (S)-2-[(S)-2-benzoylamino-3-(1H-imidazol-4-yl)propionylamino]-3-(4-methoxyphenyl)propanoic acid (cf. procedure 1-1). After stirring at ambient temperature for 1 hour, the solvents are evaporated off. The residue obtained is dissolved in 1 ml of DMF, and 79 mg (0.246 mmol) of TBTU and 15 drops of DIEA are added. 0.235 mmol of 3-cyclohexylazetidin-3-ol trifluoroacetate dissolved in 1 ml of a DCM solution ... Starting materials: C(C)(C)(C)OC(NCC1=CC=C2C(N(C(=NC2=C1)C)C1C(NC(CC1)=O)=O)=O)=O ([3-(2,6-dioxo-piperidin-3-yl)-2-methyl-4-oxo-3,4-dihydro-quinazolin-7-ylmethyl]-carbamic acid tert-butyl ester), Cl (HCl). Solvent: CO (methanol), C(Cl)Cl (methylene chloride), CCOCC (ether). Conditions: time 8 hour. Yields the product Cl.NCC1=CC=C2C(N(C(=NC2=C1)C)C1C(NC(CC1)=O)=O)=O (3-(7-aminomethyl-2-methyl-4-oxo-4H-quinazolin-3-yl)-piperidine-2,6-dione hydrogen chloride). As a reaction SMILES: C(OC(=O)[NH:7][CH2:8][C:9]1[CH:18]=[C:17]2[C:12]([C:13](=[O:28])[N:14]([CH:20]3[CH2:25][CH2:24][C:23](=[O:26])[NH:22][C:21]3=[O:27])[C:15]([CH3:19])=[N:16]2)=[CH:11][CH:10]=1)(C)(C)C.[ClH:30]>CO.C(Cl)Cl.CCOCC>[ClH:30].[NH2:7][CH2:8][C:9]1[CH:18]=[C:17]2[C:12]([C:13](=[O:28])[N:14]([CH:20]3[CH2:25][CH2:24][C:23](=[O:26])[NH:22][C:21]3=[O:27])[C:15]([CH3:19])=[N:16]2)=[CH:11][CH:10]=1 |f:5.6|. Procedure: To a stirred brown solution of [3-(2,6-dioxo-piperidin-3-yl)-2-methyl-4-oxo-3,4-dihydro-quinazolin-7-ylmethyl]-carbamic acid tert-butyl ester (14.7 g, 36.8 mmol) in methanol (200 mL) and methylene chloride (200 mL), was added 2 M HCl in ether (320 mL), and the mixture was stirred overnight. The solvent was evaporated, and the residue was stirred in ether (100 mL) for 2 hours. The suspension was filtered to give 3-(7-aminomethyl-2-methyl-4-oxo-4H-quinazolin-3-yl)-piperidine-2,6-dione hydrogen chl... Reactants: C(C)(C)[C@@H]1N(C(OC1)=O)C1=NC(=NC=C1)N(C(OC(C)(C)C)=O)[C@@H](C)C1=CC=C(C=C1)C=1C=NN(C1)C (tert-butyl 4-((S)-4-isopropyl-2-oxooxazolidin-3-yl)pyrimidin-2-yl((S)-1-(4-(1-methyl-1H-pyrazol-4-yl)phenyl)ethyl)carbamate), C(=O)(C(F)(F)F)O (TFA). Solvent: C(Cl)Cl (DCM). Run at time 1 hour. Product: C(C)(C)[C@@H]1N(C(OC1)=O)C1=NC(=NC=C1)N[C@@H](C)C1=CC=C(C=C1)C=1C=NN(C1)C ((S)-4-isopropyl-3-(2-(((S)-1-(4-(1-methyl-1H-pyrazol-4-yl)phenyl)ethyl)amino)pyrimidin-4-yl)oxazolidin-2-one). The yield is 95.7%. As a reaction SMILES: [CH:1]([C@H:4]1[CH2:8][O:7][C:6](=[O:9])[N:5]1[C:10]1[CH:15]=[CH:14][N:13]=[C:12]([N:16]([C@H:24]([C:26]2[CH:31]=[CH:30][C:29]([C:32]3[CH:33]=[N:34][N:35]([CH3:37])[CH:36]=3)=[CH:28][CH:27]=2)[CH3:25])C(=O)OC(C)(C)C)[N:11]=1)([CH3:3])[CH3:2].C(O)(C(F)(F)F)=O>C(Cl)Cl>[CH:1]([C@H:4]1[CH2:8][O:7][C:6](=[O:9])[N:5]1[C:10]1[CH:15]=[CH:14][N:13]=[C:12]([NH:16][C@H:24]([C:26]2[CH:31]=[CH:30][C:29]([C:32]3[CH:33]=[N:34][N:35]([CH3:37])[CH:36]=3)=[CH:28][CH:27]=2)[CH3:25])[N:11]=1)([CH3:2])[CH3:3]. Procedure: To a solution of tert-butyl 4-((S)-4-isopropyl-2-oxooxazolidin-3-yl)pyrimidin-2-yl((S)-1-(4-(1-methyl-1H-pyrazol-4-yl)phenyl)ethyl)carbamate (45 mg, 0.09 mmol) in DCM (1 mL) was added TFA (1 mL, 12 mmol) slowly at −78° C. The reaction was stirred at room temperature for 1 h then was concentrated and diluted with DCM (10 mL). The solution was washed with saturated NaHCO3 solution and brine. After separation, the aqueous phase was extracted with DCM (3×10 mL). Combined organics were dried over Na2... Reactants: NC=1N=CNC1C#N (4-amino-1H-imidazol-5-carbonitrile), C(C1=CC=CC=C1)=O (benzaldehyde), C(C)OCC (diethyl ether). The solvent is CO (methanol). Run at time 16 hour. Yields the product C(#N)C1C(N=CN1)=NCC1=CC=CC=C1 (5-cyano-4-phenylmethylimino-1H-imidazole). Yield: 46.4%. As a reaction SMILES: [NH2:1][C:2]1[N:3]=[CH:4][NH:5][C:6]=1[C:7]#[N:8].[CH:9](=O)[C:10]1[CH:15]=[CH:14][CH:13]=[CH:12][CH:11]=1.C(OCC)C>CO>[C:7]([CH:6]1[NH:5][CH:4]=[N:3][C:2]1=[N:1][CH2:9][C:10]1[CH:15]=[CH:14][CH:13]=[CH:12][CH:11]=1)#[N:8]. Procedure: To a stirred solution of 4-amino-1H-imidazol-5-carbonitrile (1.1 g, 0.01 mole) in 25 ml of methanol was added 1.1 grams of benzaldehyde. The reaction mixture was then stirred at ambient temperature for 16 hours, heated on a steam bath for 20 minutes, cooled to ambient temperature, then stirred with 25 ml of diethyl ether. The mixture was filtered and the filtrate concentrated under reduced pressure to a residual solid. The solid was recrystallized from toluene-butanol to give 5-cyano-4-phenylmet... Reactants: C(C)O (ethanol), C(C1=CC=CC=C1)OC=1C=CC(=NC1)CC#N ((5-benzyloxy-pyridin-2-yl)-acetonitrile), [Cl-].O[NH3+] (hydroxylammonium chloride), C([O-])([O-])=O.[K+].[K+] (potassium carbonate). Solvent: O (Water). Run at temperature 70 celsius, time 20 minute. Product: C(C1=CC=CC=C1)OC=1C=CC(=NC1)CC(=N)NO (2-(5-Benzyloxy-pyridin-2-yl)-N-hydroxy-acetamidine). Yield: 27.1%. Reaction SMILES: C(O)C.[CH2:4]([O:11][C:12]1[CH:13]=[CH:14][C:15]([CH2:18][C:19]#[N:20])=[N:16][CH:17]=1)[C:5]1[CH:10]=[CH:9][CH:8]=[CH:7][CH:6]=1.[Cl-].[OH:22][NH3+:23].C(=O)([O-])[O-].[K+].[K+]>O>[CH2:4]([O:11][C:12]1[CH:13]=[CH:14][C:15]([CH2:18][C:19]([NH:23][OH:22])=[NH:20])=[N:16][CH:17]=1)[C:5]1[CH:6]=[CH:7][CH:8]=[CH:9][CH:10]=1 |f:2.3,4.5.6|. Reported procedure: To an ethanol (30 mL) solution of (5-benzyloxy-pyridin-2-yl)-acetonitrile (1.77 g, 7.89 mmol) described in Manufacturing Example 127-1-4 were added hydroxylammonium chloride (848 mg, 11.8 mmol) and potassium carbonate (2.18 g, 15.8 mmol), which was stirred for 11 hours and 20 minutes at 70° C. The mixture was then stirred for another 5 hours and 45 minutes under reflux. Water was added to the reaction mixture at room temperature, which was extracted with ethyl acetate. The organic layer was sepa... Starting materials: P(=O)([O-])([O-])[O-].[K+].[K+].[K+] (potassium phosphate), BrC1=CC=CC=2N1N=C(N2)NC(=O)C2CC2 (Cyclopropanecarboxylic acid (5-bromo-[1,2,4]triazolo[1,5-a]pyridin-2-yl)-amide), C(CC)N1N=CC(=C1)B(O)O (1-propyl-1H-pyrazole-4-boronic acid), pinacol ester. Yields the product C(CC)N1N=CC(=C1)C1=CC=CC=2N1N=C(N2)NC(=O)C2CC2 (Cyclopropanecarboxylic acid [5-(1-propyl-1H-pyrazol-4-yl)-[1,2,4]triazolo[1,5-a]pyridin-2-yl]-amide). Reagents/catalysts: C=1C=CC(=CC1)[P](C=2C=CC=CC2)(C=3C=CC=CC3)[Pd]([P](C=4C=CC=CC4)(C=5C=CC=CC5)C=6C=CC=CC6)([P](C=7C=CC=CC7)(C=8C=CC=CC8)C=9C=CC=CC9)[P](C=1C=CC=CC1)(C=1C=CC=CC1)C=1C=CC=CC1 (tetrakis(triphenylphosphine)palladium). Reaction conditions: temperature 150 celsius. RXN SMILES: Br[C:2]1[N:7]2[N:8]=[C:9]([NH:11][C:12]([CH:14]3[CH2:16][CH2:15]3)=[O:13])[N:10]=[C:6]2[CH:5]=[CH:4][CH:3]=1.[CH2:17]([N:20]1[CH:24]=[C:23](B(O)O)[CH:22]=[N:21]1)[CH2:18][CH3:19].P([O-])([O-])([O-])=O.[K+].[K+].[K+]>C1C=CC([P]([Pd]([P](C2C=CC=CC=2)(C2C=CC=CC=2)C2C=CC=CC=2)([P](C2C=CC=CC=2)(C2C=CC=CC=2)C2C=CC=CC=2)[P](C2C=CC=CC=2)(C2C=CC=CC=2)C2C=CC=CC=2)(C2C=CC=CC=2)C2C=CC=CC=2)=CC=1.CC(N(C)C)=O>[CH2:17]([N:20]1[CH:24]=[C:23]([C:2]2[N:7]3[N:8]=[C:9]([NH:11][C:12]([CH:14]4[CH2:16][CH2:15]4)=[O:13])[N:10]=[C:6]3[CH:5]=[CH:4][CH:3]=2)[CH:22]=[N:21]1)[CH2:18][CH3:19] |f:2.3.4.5,^1:39,41,60,79|. Solvent: CC(=O)N(C)C (dimethylacetamide). Reported procedure: Cyclopropanecarboxylic acid (5-bromo-[1,2,4]triazolo[1,5-a]pyridin-2-yl)-amide (0.05 g, 0.178 mmol), 1-propyl-1H-pyrazole-4-boronic acid, pinacol ester (0.054 g, 0.231 mmol) and dimethylacetamide (1 mL) were added to a microwave tube containing a stirrer bar, potassium phosphate solution (0.5M in water, 0.7 mL, 0.356 mmol) and tetrakis(triphenylphosphine)palladium (0.02 g, 0.018 mmol). The reaction was heated to 150° C. for 10 min under microwave heating. The crude was purified straight away by ... As a reaction SMILES: [F:1][C:2]1[CH:26]=[C:25]([N+:27]([O-])=O)[CH:24]=[CH:23][C:3]=1[O:4][C:5]1[CH:10]=[CH:9][C:8]([C:11]2[CH:16]=[CH:15][CH:14]=[CH:13][CH:12]=2)=[CH:7][C:6]=1[C:17]1[N:21]([CH3:22])[N:20]=[CH:19][CH:18]=1.[Cl-].[Cl-].[Ca+2]>C(O)C.O.[Fe]>[F:1][C:2]1[CH:26]=[C:25]([CH:24]=[CH:23][C:3]=1[O:4][C:5]1[CH:10]=[CH:9][C:8]([C:11]2[CH:16]=[CH:15][CH:14]=[CH:13][CH:12]=2)=[CH:7][C:6]=1[C:17]1[N:21]([CH3:22])[N:20]=[CH:19][CH:18]=1)[NH2:27] |f:1.2.3|. The reagents and catalysts are [Fe] (Iron). Starting materials: FC1=C(OC2=C(C=C(C=C2)C2=CC=CC=C2)C2=CC=NN2C)C=CC(=C1)[N+](=O)[O-] (5-[4-(2-Fluoro-4-nitrophenoxy)biphenyl-3-yl]-1-methyl-1H-pyrazole), [Cl-].[Cl-].[Ca+2] (CaCl2). The yield is 83.6%. The product is FC=1C=C(N)C=CC1OC1=C(C=C(C=C1)C1=CC=CC=C1)C1=CC=NN1C (3-Fluoro-4-{[3-(1-methyl-1H-pyrazol-5-yl)biphenyl-4-yl]oxy}aniline). Run in C(C)O (ethanol), O (water). Procedure details: 5-[4-(2-Fluoro-4-nitrophenoxy)biphenyl-3-yl]-1-methyl-1H-pyrazole (Preparation 29, 870 mg, 2.33 mmol) was dissolved in ethanol (8 mL) and water (2 mL). Iron powder (624 mg, 11.17 mmol) and CaCl2 (248 mg, 2.33 mmol) were then added and the reaction mixture was refluxed for 3 hours. After filtration through Celite™, the filtrate was concentrated in vacuo. The residue was partitioned between dichloromethane and water. The organic layer was separated, washed with brine, dried over anhydrous sodium s...